This data is from the Open Reaction Database (ORD), a public repository of structured organic reaction records. The task is: describe an organic reaction: reactants, conditions, products, and yield Starting materials: ClCCl, O=C(OC(=O)C(F)(F)F)C(F)(F)F, O, Cc1cc(C(N)=O)cc(CO)n1, c1ccncc1. The product is Cc1cc(C#N)cc(CO)n1. Reaction SMILES: [Cl:32][CH2:33][Cl:34].[F:19][C:20]([F:21])([F:22])[C:23]([O:24][C:25](=[O:26])[C:27]([F:28])([F:29])[F:30])=[O:31].[OH2:35].[OH:1][CH2:2][c:3]1[cH:4][c:5]([C:6](=[O:7])[NH2:8])[cH:9][c:10]([CH3:12])[n:11]1.[cH:13]1[cH:14][cH:15][n:16][cH:17][cH:18]1>>[OH:1][CH2:2][c:3]1[cH:4][c:5]([C:6]#[N:8])[cH:9][c:10]([CH3:12])[n:11]1. Starting materials: CC(C)(CCC(C)(OO)C)OO (2,5-dimethyl-2,5-dihydroperoxyhexane), CN(C)[Si](C)(C)N(C)C (bis(dimethylamino) dimethylsilane). The solvent is CCOCC (ether), CCOCC (ether). Reaction conditions: temperature 16 celsius, time 1 hour. Yields the product C[Si]1(OOC(CCC(OO1)(C)C)(C)C)C (3,3,6,6,9,9-hexamethyl-1,2,4,5-tetraoxa-3-silacyclononane). Yield: 97.8%. Reaction SMILES: [CH3:1][C:2]([O:11][OH:12])([CH2:4][CH2:5][C:6]([CH3:10])([O:8][OH:9])[CH3:7])[CH3:3].CN([Si:16](N(C)C)([CH3:18])[CH3:17])C>CCOCC>[CH3:17][Si:16]1([CH3:18])[O:12][O:11][C:2]([CH3:1])([CH3:3])[CH2:4][CH2:5][C:6]([CH3:10])([CH3:7])[O:8][O:9]1. Reported procedure: Into a 250 ml flask equipped with a magnetic stirring bar, addition funnel and calcium sulfate drying tube is placed a solution of 10.84g (0.06 mole, 98.66% pure) of 2,5-dimethyl-2,5-dihydroperoxyhexane in 120 ml of anhydrous ether. The solution is cooled to 16° C. and a solution of 8.77g (0.06 mole) of bis(dimethylamino) dimethylsilane in 30 ml of anhydrous ether is added slowly dropwise. The reaction temperature is maintained between 15° and 20° by use of an ice bath and by adjusting the rate ... Reactants: C(C1=CC=CC=C1)C=1OC2=C(C1C1=CC=C(C=C1)C1=CC=C(C=C1)O)C=CC=C2 (4′-(2-benzyl-benzofuran-3-yl)-biphenyl-4-ol), COC(C(O)CC1=CC=CC=C1)=O (3-phenyllactic acid methyl ester). Product: C(C1=CC=CC=C1)C=1OC2=C(C1C1=CC=C(C=C1)C1=CC=C(C=C1)OC(C(=O)O)CC1=CC=CC=C1)C=CC=C2 (2-[4′-(2-Benzyl-benzofuran-3-yl)-biphenyl-4-yloxy]-3-phenyl-propionic acid). RXN SMILES: [CH2:1]([C:8]1[O:9][C:10]2[CH:29]=[CH:28][CH:27]=[CH:26][C:11]=2[C:12]=1[C:13]1[CH:18]=[CH:17][C:16]([C:19]2[CH:24]=[CH:23][C:22]([OH:25])=[CH:21][CH:20]=2)=[CH:15][CH:14]=1)[C:2]1[CH:7]=[CH:6][CH:5]=[CH:4][CH:3]=1.C[O:31][C:32](=[O:42])[CH:33]([CH2:35][C:36]1[CH:41]=[CH:40][CH:39]=[CH:38][CH:37]=1)O>>[CH2:1]([C:8]1[O:9][C:10]2[CH:29]=[CH:28][CH:27]=[CH:26][C:11]=2[C:12]=1[C:13]1[CH:18]=[CH:17][C:16]([C:19]2[CH:24]=[CH:23][C:22]([O:25][CH:33]([CH2:35][C:36]3[CH:41]=[CH:40][CH:39]=[CH:38][CH:37]=3)[C:32]([OH:42])=[O:31])=[CH:21][CH:20]=2)=[CH:15][CH:14]=1)[C:2]1[CH:3]=[CH:4][CH:5]=[CH:6][CH:7]=1. Reported procedure: The title compound was prepared from 4′-(2-benzyl-benzofuran-3-yl)-biphenyl-4-ol, and 3-phenyllactic acid methyl ester, in substantially the same manner, as described in Example 1, steps g-h , and was obtained as a white solid, mp 164-166° C.; MS m/e 524 (M+); The reactants are COC([C@@](N)(C(C)C)N=C=O)=O (α-isocyanato-valine methyl ester), N1=C(C=CC=C1)CO (pyridine-2-methanol). Run in C1(=CC=CC=C1)C (toluene). Product: COC([C@@H](NC(=O)OCC1=NC=CC=C1)C(C)C)=O (N-((2-Pyridinyl)methoxycarbonyl)valine Methyl Ester). The yield is 54.1%. RXN SMILES: [CH3:1][O:2][C:3](=[O:12])[C@:4]([N:9]=[C:10]=[O:11])([CH:6]([CH3:8])[CH3:7])N.[N:13]1[CH:18]=[CH:17][CH:16]=[CH:15][C:14]=1[CH2:19][OH:20]>C1(C)C=CC=CC=1>[CH3:1][O:2][C:3](=[O:12])[C@H:4]([CH:6]([CH3:8])[CH3:7])[NH:9][C:10]([O:20][CH2:19][C:14]1[CH:15]=[CH:16][CH:17]=[CH:18][N:13]=1)=[O:11]. Procedure: A solution of 0.78 g (5.0 mmol) of α-isocyanato-valine methyl ester and 0.55 ml (5.7 mmol) of pyridine-2-methanol in 30 mL of toluene was heated at reflux under N2 atmosphere for 4 h. The solvent was removed in vacuo, and the residue was purified by silica gel chromatography using 2% methanol in chloroform to give 0.72 g (54%) of the desired compound as an oil. 1H NMR (CDCl3) δ 0.91 (d, J=7 Hz, 3 H), 0.98 (d, J=7 Hz, 3 H), 2.19 (m, 1 H), 3.75 (s, 3 H), 4.32 (dd, J=9, 5 Hz, 1 H), 5.24 (s, 2 H), 5... Reactants: —Potassium hydroxide, C(C)(=O)O[C@@H](C)[C@H]1CC[C@H]2[C@@H]3CCC4=CC(CC[C@]4(C)[C@H]3CC[C@]12C)=O ((20S)-20-(acetyloxy)pregn-4-en-3-one). The solvent is O1CCCC1 (tetrahydrofuran), CO (methanol), O (water), O (water). Run at time 3 hour. Yields the product O[C@@H](C)[C@H]1CC[C@H]2[C@@H]3CCC4=CC(CC[C@]4(C)[C@H]3CC[C@]12C)=O ((20S)-20-hydroxypregn-4-en-3-one). Yield: 224.0%. RXN SMILES: C([O:4][C@H:5]([C@@H:7]1[C@:24]2([CH3:25])[C@H:10]([C@H:11]3[C@H:21]([CH2:22][CH2:23]2)[C@:19]2([CH3:20])[C:14](=[CH:15][C:16](=[O:26])[CH2:17][CH2:18]2)[CH2:13][CH2:12]3)[CH2:9][CH2:8]1)[CH3:6])(=O)C>O1CCCC1.CO.O>[OH:4][C@H:5]([C@@H:7]1[C@:24]2([CH3:25])[C@H:10]([C@H:11]3[C@H:21]([CH2:22][CH2:23]2)[C@:19]2([CH3:20])[C:14](=[CH:15][C:16](=[O:26])[CH2:17][CH2:18]2)[CH2:13][CH2:12]3)[CH2:9][CH2:8]1)[CH3:6]. Reported procedure: —Potassium hydroxide (22.5 g) was added to a solution of (20S)-20-(acetyloxy)pregn-4-en-3-one (17.9 g) in tetrahydrofuran (418 ml), methanol (380 ml) and water (125 ml). The mixture was stirred for 3 h at room temperature and then poured into water (2 l). The product was extracted into ethyl acetate; the combined organic phases were washed with brine, dried over sodium sulfate, and concentrated under reduced pressure. Column chromatography afforded (20S)-20-hydroxypregn-4-en-3-one (compound 7a; ... The reactants are COC(=O)c1ccc(OC)c2c1c1cccc(Cl)c1n2CC1CCCCC1, CO, [Na+], [OH-]. Product: COc1ccc(C(=O)O)c2c3cccc(Cl)c3n(CC3CCCCC3)c12. RXN SMILES: [CH3:1][O:2][C:3](=[O:4])[c:5]1[cH:6][cH:7][c:8]([O:26][CH3:27])[c:9]2[n:10]([CH2:19][CH:20]3[CH2:21][CH2:22][CH2:23][CH2:24][CH2:25]3)[c:11]3[c:12]([Cl:18])[cH:13][cH:14][cH:15][c:16]3[c:17]12.[CH3:28][OH:29].[Na+:31].[OH-:30]>>[O:2]=[C:3]([OH:4])[c:5]1[cH:6][cH:7][c:8]([O:26][CH3:27])[c:9]2[n:10]([CH2:19][CH:20]3[CH2:21][CH2:22][CH2:23][CH2:24][CH2:25]3)[c:11]3[c:12]([Cl:18])[cH:13][cH:14][cH:15][c:16]3[c:17]12. Reactants: ClC=1N=CNC1Cl (4,5-Dichloroimidazole), C(C)#N (acetonitrile), [OH-].[K+] (Potassium hydroxide), BrCCC (1-bromopropane), [K+].[Br-] (KBr), BrCCC1=CC=CC2=CC=CC=C12 (1-(2-bromoethyl)naphthalene). Reaction conditions: time 0.5 hour. Yields the product [Br-].C(CC)[N+]1=CN(C(=C1Cl)Cl)C1=C(C=CC2=CC=CC=C12)CC (1-propyl-3-(2-ethyl-1-naphthyl)-4,5-dichloroimidazolium bromide). Reaction SMILES: [Cl:1][C:2]1[N:3]=[CH:4][NH:5][C:6]=1[Cl:7].[OH-].[K+].[Br:10][CH2:11][CH2:12][CH3:13].[K+].[Br-].BrCC[C:19]1[C:28]2[C:23](=[CH:24][CH:25]=[CH:26][CH:27]=2)[CH:22]=[CH:21][CH:20]=1.[C:29](#N)[CH3:30]>>[Br-:10].[CH2:11]([N+:3]1[C:2]([Cl:1])=[C:6]([Cl:7])[N:5]([C:27]2[C:28]3[C:23](=[CH:22][CH:21]=[CH:20][CH:19]=3)[CH:24]=[CH:25][C:26]=2[CH2:29][CH3:30])[CH:4]=1)[CH2:12][CH3:13] |f:1.2,4.5,8.9|. Procedure: 4,5-Dichloroimidazole (1.23 g, 9 mmol) will be dissolved into acetonitrile. Potassium hydroxide (0.61 g, 9.9 mmol) will be added and the mixture will be allowed to stir for 0.5 h. 1-bromopropane (9 mmol) will be added and the solution will be allowed to reflux overnight. The solution will be filtered hot to remove a white precipitate (presumed to be KBr) and 1-(2-bromoethyl)naphthalene (9 mmol) will be added and the mixture will be returned to reflux overnight. The mixture will be allowed to coo... Reactants: O=C([O-])[O-], CCC(=O)N(CC)CCCCl, Cn1nnnc1S, CC(C)=O, [I-], [K+], [K+], [K+]. Product: CCC(=O)N(CC)CCCSc1nnnn1C. As a reaction SMILES: [C:19](=[O:20])([O-:21])[O-:22].[CH2:8]([CH3:9])[N:10]([C:11]([CH2:12][CH3:13])=[O:14])[CH2:15][CH2:16][CH2:17][Cl:18].[CH3:1][n:2]1[n:3][n:4][n:5][c:6]1[SH:7].[CH3:27][C:28](=[O:29])[CH3:30].[I-:26].[K+:23].[K+:24].[K+:25]>>[CH3:1][n:2]1[n:3][n:4][n:5][c:6]1[S:7][CH2:17][CH2:16][CH2:15][N:10]([CH2:8][CH3:9])[C:11]([CH2:12][CH3:13])=[O:14].